From a dataset of the Open Reaction Database (ORD), a public repository of structured organic reaction records. describe an organic reaction: reactants, conditions, products, and yield As a reaction SMILES: [CH2:1]([O:8][C:9]1[CH:14]=[C:13]([NH:15][S:16]([CH3:19])(=[O:18])=[O:17])[C:12]([O:20][C:21]2[CH:26]=[CH:25][CH:24]=[CH:23][CH:22]=2)=[CH:11][C:10]=1[C:27]([CH3:29])=[O:28])[C:2]1[CH:7]=[CH:6][CH:5]=[CH:4][CH:3]=1.[C:30](=O)([O:34]CC)[O:31][CH2:32][CH3:33].[H-].[Na+]>>[CH2:1]([O:8][C:9]1[CH:14]=[C:13]([NH:15][S:16]([CH3:19])(=[O:18])=[O:17])[C:12]([O:20][C:21]2[CH:22]=[CH:23][CH:24]=[CH:25][CH:26]=2)=[CH:11][C:10]=1[C:27]([CH2:29][C:30]([O:31][CH2:32][CH3:33])=[O:34])=[O:28])[C:2]1[CH:7]=[CH:6][CH:5]=[CH:4][CH:3]=1 |f:2.3|. Reported procedure: There were mixed 4.11 g of methyl 2-benzyloxy-4-methylsulfonylamino-5-phenoxyphenyl ketone, 20.6 ml of diethyl carbonate, 20.6 ml of N,N-dimethylformide and 1.6 g of sodium hydride (purity: 60%). The mixture was stirred for 30 minutes at 90°-100° C. The reaction mixture was introduced into 200 ml of ice water. The resulting mixture was washed with 50 ml of diethyl ether. The aqueous layer was separated, adjusted to pH 5 with 4N hydrochloric acid, and extracted with two 100-ml portions of ethyl a... Starting materials: C(C1=CC=CC=C1)OC1=C(C=C(C(=C1)NS(=O)(=O)C)OC1=CC=CC=C1)C(=O)C (methyl 2-benzyloxy-4-methylsulfonylamino-5-phenoxyphenyl ketone), C(OCC)(OCC)=O (diethyl carbonate), [H-].[Na+] (sodium hydride). Run at time 30 minute. Run in ice water. Isolated yield 90.0%. The product is C(C1=CC=CC=C1)OC1=C(C(=O)CC(=O)OCC)C=C(C(=C1)NS(=O)(=O)C)OC1=CC=CC=C1 (ethyl 2-(2-benzyloxy-4-methylsulfonylamino-5-phenoxybenzoyl)acetate). Reactants: COC(C1=C(N=CC=C1)OC1=CC=C(C=C1)SC)=O (2-(4-methylsulfanyl-phenoxy)-nicotinic acid methyl ester), [OH-].[Li+] (lithium hydroxide). The solvent is O1CCCC1 (tetrahydrofuran). Reaction conditions: time 18 hour. Yields the product CSC1=CC=C(OC2=C(C(=O)O)C=CC=N2)C=C1 (2-(4-methylsulfanyl-phenoxy)-nicotinic acid). Isolated yield 94.7%. Reaction SMILES: C[O:2][C:3](=[O:19])[C:4]1[CH:9]=[CH:8][CH:7]=[N:6][C:5]=1[O:10][C:11]1[CH:16]=[CH:15][C:14]([S:17][CH3:18])=[CH:13][CH:12]=1.[OH-].[Li+]>O1CCCC1>[CH3:18][S:17][C:14]1[CH:13]=[CH:12][C:11]([O:10][C:5]2[N:6]=[CH:7][CH:8]=[CH:9][C:4]=2[C:3]([OH:19])=[O:2])=[CH:16][CH:15]=1 |f:1.2|. Procedure: 2-(4-methylsulfanyl-phenoxy)-nicotinic acid methyl ester (10.36 g, 37.6 mmol) was dissolved in tetrahydrofuran (140 ml) and 1M aqueous lithium hydroxide solution (94 ml, 94 mmol) was added. The reaction was stirred at room temperature for 18 h and the tetrahydrofuran was removed under reduced pressure. The residue was acidified to pH1 with concentrated hydrochloric acid and the resulting precipitate was filtered, washed with water (2×10 ml), diethyether (3×10 ml) and dried in vacuo to give 2-(4-...